From a dataset of the Open Reaction Database (ORD), a public repository of structured organic reaction records. describe an organic reaction: reactants, conditions, products, and yield Reactants: COC(/C(=C(/C)\OC)/Cl)=O ((E)-2-chloro-3-methoxybut-2-enoic acid methyl ester), C(C(C)C)=O (isobutyraldehyde), N (ammonia), [OH-].[Na+] (sodium hydroxide), [OH-].[Na+] (sodium hydroxide), N (ammonia). Run at time 1.5 hour. The product is C(/C(C)C)=C/1\C(=CC(N1)=O)OC ((Z)-5-isobutylidene-4-methoxy-3-pyrrolin-2-one). RXN SMILES: C[O:2][C:3](=O)/[C:4](/Cl)=[C:5](\[O:7][CH3:8])/[CH3:6].[OH-].[Na+].[CH:13](=O)[CH:14]([CH3:16])[CH3:15].[NH3:18]>>[CH:13](=[C:6]1/[C:5]([O:7][CH3:8])=[CH:4][C:3](=[O:2])[NH:18]/1)\[CH:14]([CH3:16])[CH3:15] |f:1.2|. Reported procedure: 120 g of (E)-2-chloro-3-methoxybut-2-enoic acid methyl ester was instilled in 200 ml of concentrated aqueous ammonia solution at 65° to 70° C. with constant passing through of ammonia gas within 3 hours. The reaction mixture was stirred another 1.5 hours at this temperature and then refluxed another 0.5 hour. After cooling to room temperature, 450 ml of 1M sodium hydroxide solution was added and the pH was brought to greater than 13 by the further addition of 33 percent sodium hydroxide solution... Starting materials: CCCCNc1cc(C)nn1C, CC(C)CCON=O, CCO. Yields the product CCCCNc1c(N=O)c(C)nn1C. Reaction SMILES: [CH2:1]([CH2:2][CH2:3][CH3:4])[NH:5][c:6]1[cH:7][c:8]([CH3:12])[n:9][n:10]1[CH3:11].[CH3:13][CH:14]([CH2:15][CH2:16][O:18][N:19]=[O:17])[CH3:20].[CH3:21][CH2:22][OH:23]>>[CH2:1]([CH2:2][CH2:3][CH3:4])[NH:5][c:6]1[c:7]([N:19]=[O:18])[c:8]([CH3:12])[n:9][n:10]1[CH3:11]. Starting materials: C(C1=CC=CC=C1)(C1=CC=CC=C1)(C1=CC=CC=C1)NC12CC3(CC(CC(C1)C3)C2)O (N-trityl-3-hydroxytricyclo-[3.3.1.13,7 ]decan-1 -amine), O1C(=NC2=C1C=CC=C2)C2=CC=C(CBr)C=C2 (4-(benzoxazol-2-yl)benzyl bromide), CO (Methanol). Run in C1CCOC1 (THF). Reaction conditions: time 5 minute. Product: C(C1=CC=CC=C1)(C1=CC=CC=C1)(C1=CC=CC=C1)NC12CC3(CC(CC(C1)C3)C2)OCC2=CC=C(C=C2)C=2OC3=C(N2)C=CC=C3 (N-trityl-3-[4-(benzoxazol-2-yl)benzyloxy]tricyclo[3.3.1.13,7 ]decan-1-amine). As a reaction SMILES: [C:1]([NH:20][C:21]12[CH2:30][CH:25]3[CH2:26][CH:27]([CH2:29][C:23]([OH:31])([CH2:24]3)[CH2:22]1)[CH2:28]2)([C:14]1[CH:19]=[CH:18][CH:17]=[CH:16][CH:15]=1)([C:8]1[CH:13]=[CH:12][CH:11]=[CH:10][CH:9]=1)[C:2]1[CH:7]=[CH:6][CH:5]=[CH:4][CH:3]=1.[O:32]1[C:36]2[CH:37]=[CH:38][CH:39]=[CH:40][C:35]=2[N:34]=[C:33]1[C:41]1[CH:48]=[CH:47][C:44]([CH2:45]Br)=[CH:43][CH:42]=1.CO>C1COCC1>[C:1]([NH:20][C:21]12[CH2:28][CH:27]3[CH2:26][CH:25]([CH2:24][C:23]([O:31][CH2:45][C:44]4[CH:47]=[CH:48][C:41]([C:33]5[O:32][C:36]6[CH:37]=[CH:38][CH:39]=[CH:40][C:35]=6[N:34]=5)=[CH:42][CH:43]=4)([CH2:29]3)[CH2:22]1)[CH2:30]2)([C:14]1[CH:15]=[CH:16][CH:17]=[CH:18][CH:19]=1)([C:8]1[CH:9]=[CH:10][CH:11]=[CH:12][CH:13]=1)[C:2]1[CH:3]=[CH:4][CH:5]=[CH:6][CH:7]=1. Procedure details: To KH (35%; 0.35 g; 0.003 mole) in THF (8 ml) under N2 and cooled to 0° C. is added N-trityl-3-hydroxytricyclo-[3.3.1.13,7 ]decan-1 -amine (1 g; 0.0025 mole) of all at once. The reaction is stirred for 5 minutes with ice cooling then at room temperature for an hour, developing into a clear yellow solution. Then 4-(benzoxazol-2-yl)benzyl bromide (0.70 g; 0.0025 mole) is added and the reaction cooled in ice for 10 minutes and stirred at room temperature for 4 hours. Methanol is added to quench any... The yield is 3.5%. The solvent is O1CCOCC1 (dioxane). Product: ClC=1N=CN(C1CSC1=NC(=CC(=N1)O)C)CC (2-{[(4-chloro-1-ethyl-1H-imidazol-5-yl)methyl]sulfanyl}-6-methylpyrimidin-4-ol). Reactants: C([O-])([O-])=O.[K+].[K+] (Potassium carbonate), CC1=CC(=NC(=N1)S)O (6-methyl-2-sulfanylpyrimidin-4-ol), C(C)N1C=NC=C1CO ((1-ethyl-1H-imidazol-5-yl)methanol), C1CC(=O)N(C1=O)Cl (NCS), P(Br)(Br)Br (PBr3). Reaction conditions: time 8 hour. Reported procedure: To the solution of (1-ethyl-1H-imidazol-5-yl)methanol (1.26 g, 10 mmol) in dioxane (50 mL) in a 250 mL round bottom flask, was added NCS (1.38 g, 10 mmol). The resulting mixture was stirred at room temperature overnight. Dioxane was removed under vacuum, and the crude solid was dissolved in chloroform (40 mL), followed by addition of PBr3 (1.9 mL, 20 mmol). The resulting mixture was stirred at room temperature overnight. The solvent was then evaporated. The crude 5-(bromomethyl)-4-chloro-1-ethyl... RXN SMILES: [CH2:1]([N:3]1[C:7]([CH2:8]O)=[CH:6][N:5]=[CH:4]1)[CH3:2].C1C(=O)N([Cl:17])C(=O)C1.P(Br)(Br)Br.C(=O)([O-])[O-].[K+].[K+].[CH3:28][C:29]1[N:34]=[C:33]([SH:35])[N:32]=[C:31]([OH:36])[CH:30]=1>O1CCOCC1>[Cl:17][C:6]1[N:5]=[CH:4][N:3]([CH2:1][CH3:2])[C:7]=1[CH2:8][S:35][C:33]1[N:32]=[C:31]([OH:36])[CH:30]=[C:29]([CH3:28])[N:34]=1 |f:3.4.5|. Starting materials: CC(C)O, CC(C)OC(C)C, CCCCCCNc1cc(Cl)nc(N)n1, NC(N)=O, [Na+], [Na+], O=C1OC(=O)c2ccccc21, [OH-], O, OO, O=S([O-])O. The product is CCCCCCNc1cc(Cl)nc(N)[n+]1[O-]. RXN SMILES: [CH:40]([OH:41])([CH3:42])[CH3:43].[CH:44]([O:45][CH:46]([CH3:47])[CH3:48])([CH3:49])[CH3:50].[NH2:18][c:19]1[n:20][c:21]([Cl:32])[cH:22][c:23]([NH:25][CH2:26][CH2:27][CH2:28][CH2:29][CH2:30][CH3:31])[n:24]1.[NH2:1][C:2]([NH2:3])=[O:4].[Na+:37].[Na+:39].[O:7]=[C:8]1[c:9]2[c:10]([cH:11][cH:12][cH:13][cH:14]2)[C:15](=[O:16])[O:17]1.[OH-:38].[OH2:51].[OH:5][OH:6].[S:33]([O-:34])([OH:35])=[O:36]>>[O-:4][n+:24]1[c:19]([NH2:18])[n:20][c:21]([Cl:32])[cH:22][c:23]1[NH:25][CH2:26][CH2:27][CH2:28][CH2:29][CH2:30][CH3:31]. Starting materials: C(C1=CC=CC=C1)O[C@H](C)[C@@H]1N[C@@H](COC1)C1=CC=C(C=C1)Cl ((3R,5R)-3-((R)-1-benzyloxyethyl)-5-(4-chlorophenyl)morpholine), ClCCl (dichloromethane), C[Si](C)(C)I (trimethylsilyl iodide), resultant solution, C[Si](C)(C)I (trimethylsilyl iodide), resultant solution, C[Si](C)(C)I (trimethylsilyl iodide), C[Si](C)(C)I (trimethylsilyl iodide). The solvent is [OH-].[Na+] (sodium hydroxide). Run at time 4 day. Product: ClC1=CC=C(C=C1)[C@@H]1COC[C@@H](N1)[C@@H](C)O ((R)-1-[(3R,5R)-5-(4-chlorophenyl)-morpholine-3-yl]ethanol). The yield is 86.1%. RXN SMILES: C([O:8][C@@H:9]([C@H:11]1[CH2:16][O:15][CH2:14][C@@H:13]([C:17]2[CH:22]=[CH:21][C:20]([Cl:23])=[CH:19][CH:18]=2)[NH:12]1)[CH3:10])C1C=CC=CC=1.ClCCl.C[Si](I)(C)C>[OH-].[Na+]>[Cl:23][C:20]1[CH:19]=[CH:18][C:17]([C@H:13]2[NH:12][C@@H:11]([C@H:9]([OH:8])[CH3:10])[CH2:16][O:15][CH2:14]2)=[CH:22][CH:21]=1 |f:3.4|. Reported procedure: To a solution of (3R,5R)-3-((R)-1-benzyloxyethyl)-5-(4-chlorophenyl)morpholine (1.44 g) in a dichloromethane (20 mL) was added trimethylsilyl iodide (3.07 mL), and the resultant solution was stirred at room temperature for 10 hours. To this solution was further added trimethylsilyl iodide (3.07 mL), and the mixture was stirred at room temperature for 4 days. To the solution was again added trimethylsilyl iodide (3.07 mL), and the mixture was stirred at room temperature for 1 day. To the solution... Reactants: CO, O=C([O-])c1ccccc1C1CC2CN(c3ccc(Cl)cn3)CCN2C1, [Na+], [OH-]. The product is OC1CC2CN(c3ccc(Cl)cn3)CCN2C1. Reaction SMILES: [CH3:28][OH:29].[Cl:1][c:2]1[cH:3][cH:4][c:5]([N:8]2[CH2:9][CH:10]3[N:11]([CH2:12][CH2:13]2)[CH2:14][CH:15]([c:17]2[cH:18][cH:19][cH:20][cH:21][c:22]2[C:23]([O-:24])=[O:25])[CH2:16]3)[n:6][cH:7]1.[Na+:27].[OH-:26]>>[Cl:1][c:2]1[cH:3][cH:4][c:5]([N:8]2[CH2:9][CH:10]3[N:11]([CH2:12][CH2:13]2)[CH2:14][CH:15]([OH:26])[CH2:16]3)[n:6][cH:7]1.